Dataset: the Open Reaction Database (ORD), a public repository of structured organic reaction records. Task: describe an organic reaction: reactants, conditions, products, and yield Starting materials: CC1=C(C(=O)O)C=C(C(=C1)Cl)S(=O)(=O)C (2-methyl-4-chloro-5-methylsulfonylbenzoic acid), Na methanethiolate, OO (hydrogen peroxide), acid chloride, O=S(Cl)Cl (SOCl2), NC(=N)N (guanidine), CC1=C(C(=O)Cl)C=C(C(=C1)S(=O)C)S(=O)(=O)C (2-methyl-4-methylsulfinyl-5-methylsulfonylbenzoyl chloride). Yields the product NC(=NC(C1=C(C=C(C(=C1)S(=O)(=O)C)S(=O)C)C)=O)N (N-diaminomethylene-2-methyl-4-methylsulfinyl-5-methylsulfonylbenzamide). As a reaction SMILES: [CH3:1][C:2]1[CH:10]=[C:9]([S:11]([CH3:13])=[O:12])[C:8]([S:14]([CH3:17])(=[O:16])=[O:15])=[CH:7][C:3]=1[C:4](Cl)=[O:5].CC1C=C(Cl)C(S(C)(=O)=O)=CC=1C(O)=O.OO.O=S(Cl)Cl.[NH2:39][C:40]([NH2:42])=[NH:41]>>[NH2:41][C:40]([NH2:42])=[N:39][C:4](=[O:5])[C:3]1[CH:7]=[C:8]([S:14]([CH3:17])(=[O:16])=[O:15])[C:9]([S:11]([CH3:13])=[O:12])=[CH:10][C:2]=1[CH3:1]. Procedure: Analogously to Example 1, by reaction of 1.3 g of 2-methyl-4-methylsulfinyl-5-methylsulfonylbenzoyl chloride [obtainable by reaction of 2-methyl-4-chloro-5-methylsulfonylbenzoic acid with Na methanethiolate, subsequent partial oxidation with hydrogen peroxide and conversion into the acid chloride, e.g. with SOCl2 ] with guanidine, N-diaminomethylene-2-methyl-4-methylsulfinyl-5-methylsulfonylbenzamide is obtained after customary working up and recrystallization from diethyl ether. The reactants are [N+](=O)([O-])C=1C=CC2=C(S(C3=C2C=CC=C3)(=O)=O)C1 (3-nitrodibenzothiophene S,S-dioxide), C(C)(=O)O (acetic acid). Reagents/catalysts: [Pd] (palladium on carbon). The solvent is CN(C=O)C (dimethylformamide). Yields the product NC=1C=CC2=C(S(C3=C2C=CC=C3)(=O)=O)C1 (3-Aminodibenzothiophene S,S-dioxide). As a reaction SMILES: [N+:1]([C:4]1[CH:5]=[CH:6][C:7]2[C:11]3[CH:12]=[CH:13][CH:14]=[CH:15][C:10]=3[S:9](=[O:17])(=[O:16])[C:8]=2[CH:18]=1)([O-])=O.C(O)(=O)C>CN(C)C=O.[Pd]>[NH2:1][C:4]1[CH:5]=[CH:6][C:7]2[C:11]3[CH:12]=[CH:13][CH:14]=[CH:15][C:10]=3[S:9](=[O:17])(=[O:16])[C:8]=2[CH:18]=1. Procedure details: A 10 g portion of 3-nitrodibenzothiophene S,S-dioxide in 180 ml of dimethylformamide and 20 ml of glacial acetic acid containing 1.0 g of 5% palladium on carbon was hydrogenated for 1.75 hours, then filtered through diatomaceous earth and the filtrate evaporated. The residue was dissolved in 250 ml of acetonitrile, filtered through diatomaceous earth and concentrated to 150 ml. The solid was collected, giving 6.95 g of the desired product mp 261°-264° C. Starting materials: CC(c1ccc(Br)cc1)N1CCC(CCCNS(C)(=O)=O)(c2ccccc2)OC1=O, OB(O)c1ccccn1. The product is CC(c1ccc(-c2ccccn2)cc1)N1CCC(CCCNS(C)(=O)=O)(c2ccccc2)OC1=O. RXN SMILES: [Br:1][c:2]1[cH:3][cH:4][c:5]([CH:8]([CH3:9])[N:10]2[C:11](=[O:30])[O:12][C:13]([c:16]3[cH:17][cH:18][cH:19][cH:20][cH:21]3)([CH2:22][CH2:23][CH2:24][NH:25][S:26](=[O:27])(=[O:28])[CH3:29])[CH2:14][CH2:15]2)[cH:6][cH:7]1.[n:31]1[c:32]([B:37]([OH:38])[OH:39])[cH:33][cH:34][cH:35][cH:36]1>>[c:2]1(-[c:32]2[n:31][cH:36][cH:35][cH:34][cH:33]2)[cH:3][cH:4][c:5]([CH:8]([CH3:9])[N:10]2[C:11](=[O:30])[O:12][C:13]([c:16]3[cH:17][cH:18][cH:19][cH:20][cH:21]3)([CH2:22][CH2:23][CH2:24][NH:25][S:26](=[O:27])(=[O:28])[CH3:29])[CH2:14][CH2:15]2)[cH:6][cH:7]1. Starting materials: CN1N=C(C(=C1)C(=O)Cl)C (1,3-dimethyl-1H-pyrazole-4-carbonyl chloride), FC=1C=C(C=C(C1F)F)C1=C(C=CC=C1)N (3′,4′,5′-trifluorobiphenyl-2-ylamine). Solvent: C1(=CC=CC=C1)C (toluene). Run at temperature 85 celsius, time 3 hour. The product is FC=1C=C(C=C(C1F)F)C1=C(C=CC=C1)NC(=O)C=1C(=NN(C1)C)C (N-(3′,4′,5′-trifluorobiphenyl-2-yl)-1,3-dimethyl-1H-pyrazole-4-carboxamide). RXN SMILES: [CH3:1][N:2]1[CH:6]=[C:5]([C:7](Cl)=[O:8])[C:4]([CH3:10])=[N:3]1.[F:11][C:12]1[CH:13]=[C:14]([C:20]2[CH:25]=[CH:24][CH:23]=[CH:22][C:21]=2[NH2:26])[CH:15]=[C:16]([F:19])[C:17]=1[F:18]>C1(C)C=CC=CC=1>[F:11][C:12]1[CH:13]=[C:14]([C:20]2[CH:25]=[CH:24][CH:23]=[CH:22][C:21]=2[NH:26][C:7]([C:5]2[C:4]([CH3:10])=[N:3][N:2]([CH3:1])[CH:6]=2)=[O:8])[CH:15]=[C:16]([F:19])[C:17]=1[F:18]. Reported procedure: 79.1 g (0.494 mol, 99% pure) of 1,3-dimethyl-1H-pyrazole-4-carbonyl chloride were dissolved at 25° C. in 257.2 g of toluene. The solution was evacuated to 400 mbar and heated to 85° C. Subsequently, within 3 hours, 483.0 g (0.489 mol, 23% strength) of toluenic 3′,4′,5′-trifluorobiphenyl-2-ylamine solution were metered in and the reaction mixture was stirred for a further 1 hour. After venting and cooling to 70° C., the mixture was cooled to 20° C. with a cooling ramp of 5° C./h and stirred overn... Yields the product CCOC(=O)C1CC=CCC1OC(=O)c1ccccc1. Reactants: C1CCOC1, CCOC(=O)N=NC(=O)OCC, CCOC(=O)C1CC=CCC1O, O=C(O)c1ccccc1, c1ccc(P(c2ccccc2)c2ccccc2)cc1. Reaction SMILES: [CH2:53]1[O:54][CH2:55][CH2:56][CH2:57]1.[O:1]=[C:2]([O:3][CH2:4][CH3:5])[N:6]=[N:7][C:8]([O:9][CH2:10][CH3:11])=[O:12].[OH:32][CH:33]1[CH:34]([C:39](=[O:40])[O:41][CH2:42][CH3:43])[CH2:35][CH:36]=[CH:37][CH2:38]1.[OH:44][C:45](=[O:46])[c:47]1[cH:48][cH:49][cH:50][cH:51][cH:52]1.[c:13]1([P:14]([c:15]2[cH:16][cH:17][cH:18][cH:19][cH:20]2)[c:21]2[cH:22][cH:23][cH:24][cH:25][cH:26]2)[cH:27][cH:28][cH:29][cH:30][cH:31]1>>[O:32]([CH:33]1[CH:34]([C:39](=[O:40])[O:41][CH2:42][CH3:43])[CH2:35][CH:36]=[CH:37][CH2:38]1)[C:45](=[O:44])[c:47]1[cH:48][cH:49][cH:50][cH:51][cH:52]1.